Dataset: the Open Reaction Database (ORD), a public repository of structured organic reaction records. Task: describe an organic reaction: reactants, conditions, products, and yield Reactants: C(C)(=O)O[BH-](OC(C)=O)OC(C)=O.[Na+] (sodium triacetoxyborohydride), ( 2 ), COC1=CC=C2C(=CC(N(C2=C1)CC=O)=O)/C=C/C(=O)OCC (ethyl (2E)-3-(7-methoxy-2-oxo-1-(2-oxoethyl)-1,2-dihydroquinolin-4-yl)acrylate), O1CCOC2=C1C=CC(=C2)CN(C(OC(C)(C)C)=O)C2CCNCC2 (tert-butyl (2,3-dihydro-1,4-benzodioxin-6-ylmethyl)(piperidin-4-yl)carbamate), C(O)([O-])=O.[Na+] (sodium hydrogen carbonate). Run in C(C)(=O)O (acetic acid), ClCCl (dichloromethane), C(C)(=O)OCC (ethyl acetate), O (Water). Reaction conditions: time 1 hour. Yields the product C(C)(C)(C)OC(=O)N(C1CCN(CC1)CCN1C(C=C(C2=CC=C(C=C12)OC)/C=C/C(=O)OCC)=O)CC1=CC2=C(OCCO2)C=C1 (ethyl (2E)-3-(1-(2-(4-((tert-butoxycarbonyl)(2,3-dihydro-1,4-benzodioxin-6-ylmethyl)amino)piperidin-1-yl)ethyl)-7-methoxy-2-oxo-1,2-dihydroquinolin-4-yl)acrylate). Isolated yield 63.7%. As a reaction SMILES: [CH3:1][O:2][C:3]1[CH:12]=[C:11]2[C:6]([C:7](/[CH:17]=[CH:18]/[C:19]([O:21][CH2:22][CH3:23])=[O:20])=[CH:8][C:9](=[O:16])[N:10]2[CH2:13][CH:14]=O)=[CH:5][CH:4]=1.[O:24]1[C:29]2[CH:30]=[CH:31][C:32]([CH2:34][N:35]([CH:43]3[CH2:48][CH2:47][NH:46][CH2:45][CH2:44]3)[C:36](=[O:42])[O:37][C:38]([CH3:41])([CH3:40])[CH3:39])=[CH:33][C:28]=2[O:27][CH2:26][CH2:25]1.C(O[BH-](OC(=O)C)OC(=O)C)(=O)C.[Na+].C(=O)([O-])O.[Na+]>C(OCC)(=O)C.O.C(O)(=O)C.ClCCl>[C:38]([O:37][C:36]([N:35]([CH2:34][C:32]1[CH:31]=[CH:30][C:29]2[O:24][CH2:25][CH2:26][O:27][C:28]=2[CH:33]=1)[CH:43]1[CH2:48][CH2:47][N:46]([CH2:14][CH2:13][N:10]2[C:11]3[C:6](=[CH:5][CH:4]=[C:3]([O:2][CH3:1])[CH:12]=3)[C:7](/[CH:17]=[CH:18]/[C:19]([O:21][CH2:22][CH3:23])=[O:20])=[CH:8][C:9]2=[O:16])[CH2:45][CH2:44]1)=[O:42])([CH3:41])([CH3:39])[CH3:40] |f:2.3,4.5|. Procedure details: To 0.16 g of ethyl (2E)-3-(1-(1,3-dioxolan-2-ylmethyl)-7-methoxy-2-oxo-1,2-dihydroquinolin-4-yl)acrylate, 2 mL of 90% aqueous trifluoroacetic acid solution was added and stirred for 2 hours. The solvent was removed under reduced pressure, and aqueous saturated sodium hydrogen carbonate solution and chloroform were added. The organic layer was separated, and the aqueous layer was extracted with chloroform. The organic layer and extracts were combined, washed with aqueous saturated sodium chloride... Starting materials: CCOCC, COC(OC)c1ccc(CC(C)=O)cc1, CN(C)C=O, ClCc1ccc(Cl)c(Cl)c1, [H-], [Na+], O=C(O)CC(O)(CC(=O)O)C(=O)O, c1ccccc1. Yields the product COC(OC)c1ccc(C(Cc2ccc(Cl)c(Cl)c2)C(C)=O)cc1. Reaction SMILES: [CH2:52]([O:53][CH2:54][CH3:55])[CH3:56].[CH3:3][O:4][CH:5]([c:6]1[cH:7][cH:8][c:9]([CH2:12][C:13]([CH3:14])=[O:15])[cH:10][cH:11]1)[O:16][CH3:17].[CH3:41][N:42]([CH3:43])[CH:44]=[O:45].[Cl:18][c:19]1[cH:20][c:21]([CH2:22][Cl:23])[cH:24][cH:25][c:26]1[Cl:27].[H-:1].[Na+:2].[OH:28][C:29]([CH2:30][C:31]([C:32](=[O:33])[OH:34])([CH2:35][C:36](=[O:37])[OH:38])[OH:39])=[O:40].[cH:46]1[cH:47][cH:48][cH:49][cH:50][cH:51]1>>[CH3:3][O:4][CH:5]([c:6]1[cH:7][cH:8][c:9]([CH:12]([C:13]([CH3:14])=[O:15])[CH2:22][c:21]2[cH:20][c:19]([Cl:18])[c:26]([Cl:27])[cH:25][cH:24]2)[cH:10][cH:11]1)[O:16][CH3:17]. Reactants: Cl.CS(=O)(=O)N1CCC(CC1)[C@H]1C[C@H](NC1)C=1NC(=CN1)C1=CC=C(C=C1)NC(OC)=O (methyl [4-(2-{(2S,4R)-4-[1-(methylsulfonyl)-4-piperidinyl]-2-pyrrolidinyl}-1H-imidazol-5-yl)phenyl]carbamate hydrochloride), CC(C)(C)OC(=O)N[C@@H](C)[C@@H]1CC[C@H](CC1)C(=O)O (trans-4-[(1S)-1-({[(2-methyl-2-propanyl)oxy]carbonyl}amino)ethyl]cyclohexanecarboxylic acid). Product: COC(=O)NC1=CC=C(C=C1)C1=CN=C(N1)[C@H]1N(C[C@H](C1)C1CCN(CC1)S(=O)(=O)C)C(=O)[C@@H]1CC[C@H](CC1)[C@H](C)NC(OC(C)(C)C)=O (2-methyl-2-propanyl {(1S)-1-[trans-4-({(2S,4R)-2-(5-{4-[(methoxycarbonyl)amino]phenyl}-1H-imidazol-2-yl)-4-[1-(methylsulfonyl)-4-piperidinyl]-1-pyrrolidinyl}carbonyl)cyclohexyl]ethyl}carbamate). Reaction SMILES: Cl.[CH3:2][S:3]([N:6]1[CH2:11][CH2:10][CH:9]([C@@H:12]2[CH2:16][NH:15][C@H:14]([C:17]3[NH:18][C:19]([C:22]4[CH:27]=[CH:26][C:25]([NH:28][C:29](=[O:32])[O:30][CH3:31])=[CH:24][CH:23]=4)=[CH:20][N:21]=3)[CH2:13]2)[CH2:8][CH2:7]1)(=[O:5])=[O:4].[CH3:33][C:34]([O:37][C:38]([NH:40][C@H:41]([C@H:43]1[CH2:48][CH2:47][C@H:46]([C:49](O)=[O:50])[CH2:45][CH2:44]1)[CH3:42])=[O:39])([CH3:36])[CH3:35]>>[CH3:31][O:30][C:29]([NH:28][C:25]1[CH:24]=[CH:23][C:22]([C:19]2[NH:18][C:17]([C@@H:14]3[CH2:13][C@H:12]([CH:9]4[CH2:8][CH2:7][N:6]([S:3]([CH3:2])(=[O:4])=[O:5])[CH2:11][CH2:10]4)[CH2:16][N:15]3[C:49]([C@H:46]3[CH2:45][CH2:44][C@H:43]([C@@H:41]([NH:40][C:38](=[O:39])[O:37][C:34]([CH3:36])([CH3:35])[CH3:33])[CH3:42])[CH2:48][CH2:47]3)=[O:50])=[N:21][CH:20]=2)=[CH:27][CH:26]=1)=[O:32] |f:0.1|. Procedure details: Following the procedure described in Example 8, the compound prepared in Example 66 was treated with trans-4-[(1S)-1-({[(2-methyl-2-propanyl)oxy]carbonyl}amino)ethyl]cyclohexanecarboxylic acid to give the title compound as a light brown solid. Starting materials: C(C)OC(C)OCC1=C(C(OC)C2=CN(CS2)C)C=CC=C1 (5-[2-(1-ethoxyethyl)oxymethyl-α-methoxybenzyl]-3-methylthiazole), C1(=CC=C(C=C1)S(=O)(=O)[O-])C.[NH+]1=CC=CC=C1 (pyridinium p-toluenesulfonate). The solvent is [Cl-].[Na+].O (brine). Product: OCC1=C(C(OC)C2=CN(CS2)C)C=CC=C1 (5-(2-hydroxymethyl-α-methoxybenzyl)-3-methylthiazole). Yield: 92.7%. RXN SMILES: C(OC([O:6][CH2:7][C:8]1[CH:22]=[CH:21][CH:20]=[CH:19][C:9]=1[CH:10]([C:13]1[S:17][CH2:16][N:15]([CH3:18])[CH:14]=1)[O:11][CH3:12])C)C.C1(C)C=CC(S([O-])(=O)=O)=CC=1.[NH+]1C=CC=CC=1>[Cl-].[Na+].O>[OH:6][CH2:7][C:8]1[CH:22]=[CH:21][CH:20]=[CH:19][C:9]=1[CH:10]([C:13]1[S:17][CH2:16][N:15]([CH3:18])[CH:14]=1)[O:11][CH3:12] |f:1.2,3.4.5|. Procedure details: To 3.05 g (10 mmol) of 5-[2-(1-ethoxyethyl)oxymethyl-α-methoxybenzyl]-3-methylthiazole was added 0.25 g (1 mmol) of pyridinium p-toluenesulfonate and stirred under reflux for an hour. After completion of the reaction, 150 ml of brine was added and extracted twice with 80 ml of dichloromethane. The extract was dried over anhydrous magnesium and concentrated under reduced pressure to give 5-(2-hydroxymethyl-α-methoxybenzyl)-3-methylthiazole (2.33 g, 99.9%) as colorless oil. Reactants: B(C1=CC(=CC=C1)F)(O)O (FPBA), C(C1=CC=CC=C1)N1C(=NC=C1)C=1C=NC=CC1 (3-(1-benzyl-1H-imidazol-2-yl)pyridine), C(#N)C=1C=NC=CC1 (3-cyanopyridine). The solvent is ClCCl.CO (dichloromethane methanol). The product is C1(=CC=CC=C1)C1=NC=C(C=N1)C1=CN=C(N1)C=1C=NC=CC1 (2-phenyl-5-(2-(pyridin-3-yl)-1H-imidazol-5-yl)pyrimidine), C(C1=CC=CC=C1)N1C(=NC=C1)C=1C=NC=CC1 (3-(1-Benzyl-1H-imidazol-2-yl)pyridine). Reaction SMILES: [CH2:1]([N:8]1[CH:12]=[CH:11][N:10]=[C:9]1[C:13]1[CH:14]=[N:15][CH:16]=[CH:17][CH:18]=1)[C:2]1[CH:7]=[CH:6][CH:5]=[CH:4][CH:3]=1.[C:19]([C:21]1[CH:22]=[N:23][CH:24]=[CH:25][CH:26]=1)#[N:20].B(O)(O)[C:28]1[CH:33]=CC=[C:30](F)[CH:29]=1>ClCCl.CO>[C:25]1([C:24]2[N:20]=[CH:19][C:21]([C:12]3[NH:8][C:9]([C:13]4[CH:14]=[N:15][CH:16]=[CH:17][CH:18]=4)=[N:10][CH:11]=3)=[CH:22][N:23]=2)[CH:26]=[CH:30][CH:29]=[CH:28][CH:33]=1.[CH2:1]([N:8]1[CH:12]=[CH:11][N:10]=[C:9]1[C:13]1[CH:14]=[N:15][CH:16]=[CH:17][CH:18]=1)[C:2]1[CH:3]=[CH:4][CH:5]=[CH:6][CH:7]=1 |f:3.4|. Reported procedure: The title compound was prepared by the method described in Example 1, except that 3-(1-benzyl-1H-imidazol-2-yl)pyridine was used instead of 1-benzyl-2-phenyl-1H-imidazole in Step C. 3-(1-Benzyl-1H-imidazol-2-yl)pyridine was prepared by the method described in Example 8, Steps A and B except the commercially available 3-cyanopyridine was used instead of 3-fluorobenzonitrile; Rf 0.25 with 95:5 v/v dichloromethane-methanol; melting point 308° C; 1H-NMR (400 MHz; DMSO-d6) δ 9.32 (s, 2H), 9.20 (d, 1H... Reactants: CS(=O)(=O)c1cc(Br)ccc1C(=O)O, Cc1cc(C)c(N2CCNCC2)nc1C, Cl. Yields the product Cc1cc(C)c(N2CCN(C(=O)c3ccc(Br)cc3S(C)(=O)=O)CC2)nc1C. Reaction SMILES: [Br:1][c:2]1[cH:3][c:4]([S:11](=[O:12])(=[O:13])[CH3:14])[c:5]([C:6](=[O:7])[OH:8])[cH:9][cH:10]1.[CH3:16][c:17]1[c:18]([N:25]2[CH2:26][CH2:27][NH:28][CH2:29][CH2:30]2)[n:19][c:20]([CH3:24])[c:21]([CH3:23])[cH:22]1.[ClH:15]>>[Br:1][c:2]1[cH:3][c:4]([S:11](=[O:12])(=[O:13])[CH3:14])[c:5]([C:6](=[O:8])[N:28]2[CH2:27][CH2:26][N:25]([c:18]3[c:17]([CH3:16])[cH:22][c:21]([CH3:23])[c:20]([CH3:24])[n:19]3)[CH2:30][CH2:29]2)[cH:9][cH:10]1. Reactants: O=C(O)C=CCOc1ccc(C23CC4CC(CC(C4)C2)C3)cc1, O=C(O)CC=COc1ccc(C23CC4CC(CC(C4)C2)C3)cc1, CO, [H][H], [Pd]. The product is O=C(O)CCCOc1ccc(C23CC4CC(CC(C4)C2)C3)cc1. As a reaction SMILES: [C:1]12([c:11]3[cH:12][cH:13][c:14]([O:15][CH2:16][CH:17]=[CH:18][C:19](=[O:20])[OH:21])[cH:22][cH:23]3)[CH2:2][CH:3]3[CH2:4][CH:5]([CH2:6][CH:7]([CH2:8]1)[CH2:9]3)[CH2:10]2.[C:24]12([c:25]3[cH:26][cH:27][c:28]([O:29][CH:30]=[CH:31][CH2:32][C:33]([OH:34])=[O:35])[cH:36][cH:37]3)[CH2:38][CH:39]3[CH2:40][CH:41]([CH2:42][CH:43]([CH2:44]3)[CH2:45]1)[CH2:46]2.[CH3:49][OH:50].[H:47][H:48].[Pd:51]>>[C:1]12([c:11]3[cH:12][cH:13][c:14]([O:15][CH2:16][CH2:17][CH2:18][C:19](=[O:20])[OH:21])[cH:22][cH:23]3)[CH2:2][CH:3]3[CH2:4][CH:5]([CH2:6][CH:7]([CH2:8]1)[CH2:9]3)[CH2:10]2. The reactants are NC=1C2=C(N=CN1)SC(=C2)C2=C(N=CN2CCCCNC(OC(C)(C)C)=O)C2=CC=CC=C2 (tert-Butyl {4-[5-(4-aminothieno[2,3-d]pyrimidin-6-yl)-4-phenyl-1H-imidazol-1-yl]butyl}carbamate), C(=O)(C(F)(F)F)O (TFA), C(C)(C)[SiH](C(C)C)C(C)C (triisopropyl silane). Run in O (water). Reaction conditions: time 1 hour. Yields the product NCCCCN1C=NC(=C1C1=CC2=C(N=CN=C2N)S1)C1=CC=CC=C1 (6-[1-(4-Aminobutyl)-4-phenyl-1H-imidazol-5-yl]-thieno[2,3-d]pyrimidin-4-amine). Isolated yield 99.8%. As a reaction SMILES: [NH2:1][C:2]1[C:3]2[CH:10]=[C:9]([C:11]3[N:15]([CH2:16][CH2:17][CH2:18][CH2:19][NH:20]C(=O)OC(C)(C)C)[CH:14]=[N:13][C:12]=3[C:28]3[CH:33]=[CH:32][CH:31]=[CH:30][CH:29]=3)[S:8][C:4]=2[N:5]=[CH:6][N:7]=1.C(O)(C(F)(F)F)=O.C([SiH](C(C)C)C(C)C)(C)C>O>[NH2:20][CH2:19][CH2:18][CH2:17][CH2:16][N:15]1[C:11]([C:9]2[S:8][C:4]3[N:5]=[CH:6][N:7]=[C:2]([NH2:1])[C:3]=3[CH:10]=2)=[C:12]([C:28]2[CH:33]=[CH:32][CH:31]=[CH:30][CH:29]=2)[N:13]=[CH:14]1. Procedure: tert-Butyl {4-[5-(4-aminothieno[2,3-d]pyrimidin-6-yl)-4-phenyl-1H-imidazol-1-yl]butyl}carbamate (Example 173) (23 mg) was added to a mixture of TFA, water and triisopropyl silane (5:5:1) (5 ml) and stirred at ambient temperature for 1 hour. The reaction mixture was concentrated in vacuo and the residue purified by preparative RPHPLC (eluting with a gradient of MeCN and water containing 0.1% TFA) to give the title compound as a colourless solid (18 mg, 90%); The reactants are Brc1ccccc1, C1CCOC1, CCCCCCC, CC(C)(C)P(Cl)C(C)(C)C, Cl[Cu]Cl, I, [Mg], CC(=C(c1ccccc1)c1ccccc1)P(c1ccccc1)c1ccccc1. Product: CC(=C(c1ccccc1)c1ccccc1)P(C(C)(C)C)C(C)(C)C. As a reaction SMILES: [Br:31][c:32]1[cH:33][cH:34][cH:35][cH:36][cH:37]1.[CH2:58]1[O:59][CH2:60][CH2:61][CH2:62]1.[CH3:51][CH2:52][CH2:53][CH2:54][CH2:55][CH2:56][CH3:57].[Cl:38][P:39]([C:40]([CH3:41])([CH3:42])[CH3:43])[C:44]([CH3:45])([CH3:46])[CH3:47].[Cu:48]([Cl:49])[Cl:50].[I:30].[Mg:29].[c:1]1([C:7](=[C:8]([CH3:9])[P:10]([c:11]2[cH:12][cH:13][cH:14][cH:15][cH:16]2)[c:17]2[cH:18][cH:19][cH:20][cH:21][cH:22]2)[c:23]2[cH:24][cH:25][cH:26][cH:27][cH:28]2)[cH:2][cH:3][cH:4][cH:5][cH:6]1>>[c:1]1([C:7](=[C:8]([CH3:9])[P:39]([C:40]([CH3:41])([CH3:42])[CH3:43])[C:44]([CH3:45])([CH3:46])[CH3:47])[c:23]2[cH:24][cH:25][cH:26][cH:27][cH:28]2)[cH:2][cH:3][cH:4][cH:5][cH:6]1.